This data is from the Open Reaction Database (ORD), a public repository of structured organic reaction records. The task is: describe an organic reaction: reactants, conditions, products, and yield The reactants are ester, COC(C1=C(C=C(C=C1C)Cl)C(F)(F)F)=O (4-chloro-2-trifluoromethyl-6-methyl-benzoic acid methyl ester), BrNC(CCC(=O)N)=O (N-bromosuccinamide), C(C1=CC=CC=C1)(=O)OOC(C1=CC=CC=C1)=O (benzoyl peroxide). Solvent: C(Cl)(Cl)(Cl)Cl (carbon tetrachloride). The product is COC(C1=C(C=C(C=C1C(F)(F)F)Cl)CBr)=O (2-bromomethyl-4-chloro-6-trifluoromethyl-benzoic acid methyl ester). Reaction SMILES: [CH3:1][O:2][C:3](=[O:16])[C:4]1[C:9]([CH3:10])=[CH:8][C:7]([Cl:11])=[CH:6][C:5]=1[C:12]([F:15])([F:14])[F:13].[Br:17]NC(=O)CCC(N)=O.C(OOC(=O)C1C=CC=CC=1)(=O)C1C=CC=CC=1>C(Cl)(Cl)(Cl)Cl>[CH3:1][O:2][C:3](=[O:16])[C:4]1[C:5]([C:12]([F:14])([F:13])[F:15])=[CH:6][C:7]([Cl:11])=[CH:8][C:9]=1[CH2:10][Br:17]. Reported procedure: A mixture of 4-chloro-2-trifluoromethyl-6-methyl-benzoic acid methyl ester (1.6 g, 6.3 mmol), N-bromosuccinamide (1.23 g, 6.93 mmol), and benzoyl peroxide (0.050 g, 0.20 mmol) in carbon tetrachloride (50 mL) was heated at reflux until majority of ester was consumed (as analyzed by GC/MS). The resulting mixture was filtered and the filtrate concentrated to afforded 2-bromomethyl-4-chloro-6-trifluoromethyl-benzoic acid methyl ester. The material was used without further purification. The reactants are BrC1=CC=C(C=C1)O (4-bromophenol), BrCCCCBr (1,4-dibromobutane), C([O-])([O-])=O.[K+].[K+] (potassium carbonate). Run in C(C)(=O)OCC (ethyl acetate), CN(C=O)C (N,N-dimethylformamide). Yields the product BrC1=CC=C(C=C1)OCCCCBr (1-bromo-4-(4-bromobutoxy)benzene). Reaction SMILES: [Br:1][C:2]1[CH:7]=[CH:6][C:5]([OH:8])=[CH:4][CH:3]=1.[Br:9][CH2:10][CH2:11][CH2:12][CH2:13]Br.C(=O)([O-])[O-].[K+].[K+]>CN(C)C=O.C(OCC)(=O)C>[Br:1][C:2]1[CH:7]=[CH:6][C:5]([O:8][CH2:13][CH2:12][CH2:11][CH2:10][Br:9])=[CH:4][CH:3]=1 |f:2.3.4|. Procedure: A solution of 4-bromophenol (3 g) and 1,4-dibromobutane (6.2 ml) in N,N-dimethylformamide (30 ml) was treated with potassium carbonate (2.89 g) at room temperature for 27 hours. The mixture was diluted with ethyl acetate and washed with brine. The organic layer was dried over magnesium sulfate, filtered, and evaporated. The residue was purified by silica gel chromatography (25:1 hexane-ethyl acetate elution) to give 1-bromo-4-(4-bromobutoxy)benzene (3.09 g). Reactants: CCOC(=O)C(=O)N1C2=CC=CCC2CCC1CO[Si](C)(C)C, O=C([O-])O, ClCCl, [Na+], [Na+], [Na+], O=C(O)C(F)(F)F, O=S([O-])([O-])=S. The product is CCOC(=O)C(=O)N1C2=CC=CCC2CCC1C=O. RXN SMILES: [C:1](=[O:2])([C:3](=[O:4])[O:5][CH2:6][CH3:7])[N:8]1[CH:9]([CH2:18][O:19][Si:20]([CH3:21])([CH3:22])[CH3:23])[CH2:10][CH2:11][CH:12]2[CH2:13][CH:14]=[CH:15][CH:16]=[C:17]12.[C:38](=[O:39])([OH:40])[O-:41].[Cl:43][CH2:44][Cl:45].[Na+:36].[Na+:37].[Na+:42].[OH:24][C:25]([C:26]([F:27])([F:28])[F:29])=[O:30].[S:31]([O-:32])([O-:33])(=[O:34])=[S:35]>>[C:1](=[O:2])([C:3](=[O:4])[O:5][CH2:6][CH3:7])[N:8]1[CH:9]([CH:18]=[O:19])[CH2:10][CH2:11][CH:12]2[CH2:13][CH:14]=[CH:15][CH:16]=[C:17]12.